Dataset: the Open Reaction Database (ORD), a public repository of structured organic reaction records. Task: describe an organic reaction: reactants, conditions, products, and yield Starting materials: O=C1CCC(=O)N1Br, ClC(Cl)(Cl)Cl, Cc1cccc(NC(=O)C(C)(C)C)n1, CC(C)(C#N)N=NC(C)(C)C#N. The product is CC(C)(C)C(=O)Nc1cccc(CBr)n1. As a reaction SMILES: [Br:15][N:16]1[C:17](=[O:18])[CH2:19][CH2:20][C:21]1=[O:22].[C:35]([Cl:36])([Cl:37])([Cl:38])[Cl:39].[CH3:1][C:2]([C:3](=[O:4])[NH:5][c:6]1[n:7][c:8]([CH3:12])[cH:9][cH:10][cH:11]1)([CH3:13])[CH3:14].[N:23]([C:24]([CH3:25])([CH3:26])[C:27]#[N:28])=[N:29][C:30]([CH3:31])([CH3:32])[C:33]#[N:34]>>[CH3:1][C:2]([C:3](=[O:4])[NH:5][c:6]1[n:7][c:8]([CH2:12][Br:15])[cH:9][cH:10][cH:11]1)([CH3:13])[CH3:14].